The task is: describe an organic reaction: reactants, conditions, products, and yield. This data is from the Open Reaction Database (ORD), a public repository of structured organic reaction records. The reactants are C1(=CC=C(C=C1)S(=O)(=O)OCCCCCC)C (n-hexyl p-toluenesulfonate), C(#N)C=1C(=C(O)C=CC1O)C#N (dicyanohydroquinone), [OH-].[Na+] (NaOH). Conditions: time 7 hour. Yields the product C(CCCCC)OC1=C(C(=C(O)C=C1)C#N)C#N (2,3-dicyanohydroquinone monohexyl ether). The yield is 27.5%. RXN SMILES: [C:1]1(C)[CH:6]=[CH:5][C:4](S(OCCCCCC)(=O)=O)=[CH:3][CH:2]=1.[C:18]([C:20]1[C:21]([C:28]#[N:29])=[C:22]([CH:24]=[CH:25][C:26]=1[OH:27])[OH:23])#[N:19].[OH-].[Na+]>>[CH2:5]([O:27][C:26]1[CH:25]=[CH:24][C:22]([OH:23])=[C:21]([C:28]#[N:29])[C:20]=1[C:18]#[N:19])[CH2:6][CH2:1][CH2:2][CH2:3][CH3:4] |f:2.3|. Reported procedure: 11.3 g (44.1 mM) of n-hexyl p-toluenesulfonate was added to the mixture of 5.0 g (31.3 mM) of dicyanohydroquinone and 37.5 ml of 5% NaOH aqueous solution, followed by 7 hours of stirring under refluxing. After the reaction, the reaction mixture was washed with toluene and the aqueous layer was acidified with HCl. The resultant precipitate was recovered through filtration and dried. To the precipitate, 1 liter of toluene was added. After the insoluble substrate was filtered out, the filtrate was ... RXN SMILES: [CH3:1][C:2]1[CH:3]=[N:4][C:5]2[CH2:6][CH2:7][CH2:8][CH2:9][C:10]=2[CH:11]=1.[CH:12](=O)[C:13]1[C:14](=[CH:16][CH:17]=[CH:18][CH:19]=1)[OH:15].[C:21](OC(=O)C)(=[O:23])[CH3:22]>[Cl-].[Cl-].[Zn+2]>[C:21]([O:15][C:14]1[CH:16]=[CH:17][CH:18]=[CH:19][C:13]=1/[CH:12]=[C:6]1\[CH2:7][CH2:8][CH2:9][C:10]2[CH:11]=[C:2]([CH3:1])[CH:3]=[N:4][C:5]\1=2)(=[O:23])[CH3:22] |f:3.4.5|. Starting materials: CC=1C=NC=2CCCCC2C1 (5,6,7,8-tetrahydro-3-methylquinoline), C(C=1C(O)=CC=CC1)=O (salicylaldehyde), C(C)(=O)OC(C)=O (acetic anhydride), C(C)(=O)OC(C)=O (acetic anhydride). Yields the product C(C)(=O)OC1=C(\C=C\2/CCCC=3C=C(C=NC23)C)C=CC=C1 (E-8-(2-Acetoxybenzylidene)-5,6,7,8-tetrahydro-3-methylquinoline). Procedure: A mixture of 5,6,7,8-tetrahydro-3-methylquinoline (20 ml), salicylaldehyde (20 ml) and acetic anhydride (40 ml) was heated at 100° for 48 hours. Further acetic anhydride (50 ml) and ZnCl2 (1 g) was added and the mixture was heated at reflux for 16 hours. The solvent was removed by evaporation and the residue was dissolved in ethyl acetate, neutralised with Na2CO3 solution and extracted with ethyl acetate. The extracts were extracted with 2N HCl and the extract washed with ethyl acetate basified ... Reagents/catalysts: [Cl-].[Cl-].[Zn+2] (ZnCl2). The reactants are C(C)(C)(C)NNC1(CCCCCCC1)C#N (1-t-butylhydrazo-1-cyanocyclooctane), BrBr (bromine), C(C)(C)(C)NNC(C)(C1CC1)C#N (1-t-butylhydrazo-1-cyano-1-cyclopropylethane). Reaction conditions: time 10 hour. Yields the product C(C)(C)(C)N=NC1(CCCCCCC1)C#N (1-t-Butylazo-1-cyanocyclooctane). As a reaction SMILES: [C:1]([NH:5][NH:6][C:7]1([C:15]#[N:16])[CH2:14][CH2:13][CH2:12][CH2:11][CH2:10][CH2:9][CH2:8]1)([CH3:4])([CH3:3])[CH3:2].BrBr.C(NNC(C#N)(C1CC1)C)(C)(C)C>>[C:1]([N:5]=[N:6][C:7]1([C:15]#[N:16])[CH2:14][CH2:13][CH2:12][CH2:11][CH2:10][CH2:9][CH2:8]1)([CH3:4])([CH3:2])[CH3:3]. Procedure: 1-t-Butylazo-1-cyanocyclooctane was prepared in 93% crude yield by oxidizing 1-t-butylhydrazo-1-cyanocyclooctane with bromine using the same procedure described in Example XIIIC for the oxidation of 1-t-butylhydrazo-1-cyano-1-cyclopropylethane. The crude product was chromatographed over alumina and the product eluted with pentane. The infrared spectrum of the purified product was consistent with the structure of the desired azo. The compound has a 10 hour half-life in trichlorobenzene at approxi... Starting materials: [Br-], C=C(C)[Mg+], CC1(C)OC(=O)C(=Cc2cccc(O)c2)C(=O)O1. Product: C=C(C)C(c1cccc(O)c1)C1C(=O)OC(C)(C)OC1=O. Reaction SMILES: [Br-:19].[C:20](=[CH2:21])([CH3:22])[Mg+:23].[OH:1][c:2]1[cH:3][c:4]([CH:8]=[C:9]2[C:10](=[O:18])[O:11][C:12]([CH3:16])([CH3:17])[O:13][C:14]2=[O:15])[cH:5][cH:6][cH:7]1>>[OH:1][c:2]1[cH:3][c:4]([CH:8]([CH:9]2[C:10](=[O:18])[O:11][C:12]([CH3:16])([CH3:17])[O:13][C:14]2=[O:15])[C:20](=[CH2:21])[CH3:22])[cH:5][cH:6][cH:7]1.